From a dataset of the Open Reaction Database (ORD), a public repository of structured organic reaction records. describe an organic reaction: reactants, conditions, products, and yield Reactants: 2,5-dihydrothiopnene-1-oxide, S1C(=CC=C1)C=O (thiophene-2-aldehyde), [OH-].[Na+] (NaOH). Solvent: O (H2O), O1CCCC1 (tetrahydrofuran). Run at time 2 day. Yields the product S1C(=CC=C1)C=C1C=CC(S1=O)=CC=1SC=CC1 (Bis-(2-thienylmethylidene)-2,5-dihydrothiophene 1-oxide). As a reaction SMILES: [S:1]1[CH:5]=[CH:4][CH:3]=[C:2]1[CH:6]=O.[OH-:8].[Na+]>O.O1CCCC1>[S:1]1[CH:5]=[CH:4][CH:3]=[C:2]1[CH:6]=[C:5]1[S:1](=[O:8])[C:2](=[CH:6][C:2]2[S:1][CH:5]=[CH:4][CH:3]=2)[CH:3]=[CH:4]1 |f:1.2|. Procedure details: About 30 mmol (3.06 g) of 2,5-dihydrothiopnene-1-oxide (MW=102) (4) and 70 mmol=(7.84 g) (6.5ml) of thiophene-2-aldehyde (MW--112, d=1.2 g/cm3) were added to a solution containing 0.9 g of NaOH in 50 ml of H2O and 12.5 ml of tetrahydrofuran. The mixture was stirred for 2 days. Purification was performed by separation by column chromatography; the reaction mixture was applied to a column of silica gel/diethyl ether. The aldehyde was eluted with ether; the product was eluted with ethyl acetate. Wh... Reactants: C(CCCCCCCCCCCCCCCCC)(=O)NN (stearic hydrazide), C(CCCCCCCCCCCCCCCCC)(=O)O (stearic acid), ON1N=NC2=C1C=CC=C2 (1-hydroxybenzotriazole), C(C)(C)N=C=NC(C)C (diisopropylcarbodiimide). Solvent: O1CCCC1 (tetrahydrofuran). Run at time 3 hour. Product: CCCCCCCCCCCCCCCCCC(=O)NNC(=O)CCCCCCCCCCCCCCCCCC (CH3(CH2)16CONHNHCO(CH2)17CH3). The yield is 61.6%. As a reaction SMILES: [C:1]([NH:20][NH2:21])(=[O:19])[CH2:2][CH2:3][CH2:4][CH2:5][CH2:6][CH2:7][CH2:8][CH2:9][CH2:10][CH2:11][CH2:12][CH2:13][CH2:14][CH2:15][CH2:16][CH2:17][CH3:18].[C:22]([OH:41])(=O)[CH2:23][CH2:24][CH2:25][CH2:26][CH2:27][CH2:28][CH2:29][CH2:30][CH2:31][CH2:32][CH2:33][CH2:34][CH2:35][CH2:36][CH2:37][CH2:38][CH3:39].ON1C2C=CC=C[C:46]=2N=N1.C(N=C=NC(C)C)(C)C>O1CCCC1>[CH3:18][CH2:17][CH2:16][CH2:15][CH2:14][CH2:13][CH2:12][CH2:11][CH2:10][CH2:9][CH2:8][CH2:7][CH2:6][CH2:5][CH2:4][CH2:3][CH2:2][C:1]([NH:20][NH:21][C:22]([CH2:23][CH2:24][CH2:25][CH2:26][CH2:27][CH2:28][CH2:29][CH2:30][CH2:31][CH2:32][CH2:33][CH2:34][CH2:35][CH2:36][CH2:37][CH2:38][CH2:39][CH3:46])=[O:41])=[O:19]. Procedure: To a solution of 20.0 g of stearic hydrazide, 21.0 g of stearic acid, 10.3 g of 1-hydroxybenzotriazole in 205.0 g of tetrahydrofuran was added 9.3 g of diisopropylcarbodiimide dropwise at room temperature, and the mixture was stirred for 3 hours under reflux. The deposited crystal was filtrated, and re-crystallized from isopropyl alcohol, to obtain 23.9 g of the intended compound.